Dataset: the Open Reaction Database (ORD), a public repository of structured organic reaction records. Task: describe an organic reaction: reactants, conditions, products, and yield Product: COC(C(CC=O)C1=CC=C(C=C1)OCC1=CC=CC=C1)=O (2-(4-benzyloxy-phenyl)-4-oxo-butyric acid methyl ester), compound A. Procedure details: Under a nitrogen atmosphere, 2-(4-benzyloxy-phenyl)-pent-4-enoic acid methyl ester (750 g; 2.53 mol) is dissolved in ethyl acetate (7.5 L), and the resulting mixture cooled to −70° C. Ozone is introduced subsurface into the reaction for 3 h causing the reaction mixture to turn blue. The reaction mass is purged subsurface with nitrogen for 0.5 h to displace any residual ozone. At this point HPLC analysis indicates complete consumption of the starting material. The reaction mixture is warmed to −3... Solvent: C(C)(=O)OCC (ethyl acetate). Isolated yield 68.0%. RXN SMILES: [CH3:1][O:2][C:3](=[O:22])[CH:4]([C:8]1[CH:13]=[CH:12][C:11]([O:14][CH2:15][C:16]2[CH:21]=[CH:20][CH:19]=[CH:18][CH:17]=2)=[CH:10][CH:9]=1)[CH2:5][CH:6]=C.[O:23]=[O+][O-].C(O)(=O)C.C(=O)(O)[O-].[Na+]>C(OCC)(=O)C.[Zn]>[CH3:1][O:2][C:3](=[O:22])[CH:4]([C:8]1[CH:13]=[CH:12][C:11]([O:14][CH2:15][C:16]2[CH:21]=[CH:20][CH:19]=[CH:18][CH:17]=2)=[CH:10][CH:9]=1)[CH2:5][CH:6]=[O:23] |f:3.4|. Conditions: temperature -70 celsius, time 2 hour. Reagents/catalysts: [Zn] (zinc), [Zn] (zinc). Reactants: C(C)(=O)O (acetic acid), COC(C(CC=C)C1=CC=C(C=C1)OCC1=CC=CC=C1)=O (2-(4-benzyloxy-phenyl)-pent-4-enoic acid methyl ester), aldehyde, O=[O+][O-] (Ozone), C([O-])(O)=O.[Na+] (Sodium bicarbonate). Reactants: C(C1=CC=CC=C1)N1C(C2=CC=C(C=C2C(=C1C(=O)O)C1=CC=CC=C1)Br)=O (2-benzyl-6-bromo-1-oxo-4-phenyl-1,2-dihydroisoquinoline-3-carboxylic acid), C(C1=CC=CC=C1)N (benzylamine), crystals. Yields the product C(C1=CC=CC=C1)NC(=O)C=1N(C(C2=CC=C(C=C2C1C1=CC=CC=C1)Br)=O)CC1=CC=CC=C1 (2-benzyl-6-bromo-1-oxo-4-phenyl-1,2-dihydroisoquinoline-3-carboxylic acid benzylamide). RXN SMILES: [CH2:1]([N:8]1[C:17]([C:18](O)=[O:19])=[C:16]([C:21]2[CH:26]=[CH:25][CH:24]=[CH:23][CH:22]=2)[C:15]2[C:10](=[CH:11][CH:12]=[C:13]([Br:27])[CH:14]=2)[C:9]1=[O:28])[C:2]1[CH:7]=[CH:6][CH:5]=[CH:4][CH:3]=1.[CH2:29]([NH2:36])[C:30]1[CH:35]=[CH:34][CH:33]=[CH:32][CH:31]=1>>[CH2:29]([NH:36][C:18]([C:17]1[N:8]([CH2:1][C:2]2[CH:7]=[CH:6][CH:5]=[CH:4][CH:3]=2)[C:9](=[O:28])[C:10]2[C:15]([C:16]=1[C:21]1[CH:26]=[CH:25][CH:24]=[CH:23][CH:22]=1)=[CH:14][C:13]([Br:27])=[CH:12][CH:11]=2)=[O:19])[C:30]1[CH:35]=[CH:34][CH:33]=[CH:32][CH:31]=1. Procedure details: The present compound was synthesized by a method similar to that in Example 249 and using 2-benzyl-6-bromo-1-oxo-4-phenyl-1,2-dihydroisoquinoline-3-carboxylic acid (250 mg) and benzylamine. Colorless crystals (210 mg). Reactants: S1C=NC(=C1)C=1SC=CC1N (2-(thiazol-4-yl)thiophen-3-amine), N1(CCCCC1)CCCOC1=CC=C(C=C1)CC(=O)O (2-(4-(3-(piperidin-1-yl)propoxy)phenyl)acetic acid). Product: N1(CCCCC1)CCCOC1=CC=C(C=C1)CC(=O)NC1=C(SC=C1)C=1N=CSC1 (2-(4-(3-(Piperidin-1-yl)propoxy)phenyl)-N-(2-(thiazol-4-yl)thiophen-3-yl)acetamide). As a reaction SMILES: [S:1]1[CH:5]=[C:4]([C:6]2[S:7][CH:8]=[CH:9][C:10]=2[NH2:11])[N:3]=[CH:2]1.[N:12]1([CH2:18][CH2:19][CH2:20][O:21][C:22]2[CH:27]=[CH:26][C:25]([CH2:28][C:29](O)=[O:30])=[CH:24][CH:23]=2)[CH2:17][CH2:16][CH2:15][CH2:14][CH2:13]1>>[N:12]1([CH2:18][CH2:19][CH2:20][O:21][C:22]2[CH:23]=[CH:24][C:25]([CH2:28][C:29]([NH:11][C:10]3[CH:9]=[CH:8][S:7][C:6]=3[C:4]3[N:3]=[CH:2][S:1][CH:5]=3)=[O:30])=[CH:26][CH:27]=2)[CH2:17][CH2:16][CH2:15][CH2:14][CH2:13]1. Procedure: The title compound was prepared from 2-(thiazol-4-yl)thiophen-3-amine and 2-(4-(3-(piperidin-1-yl)propoxy)phenyl)acetic acid using protocol X. Method[7], MS(ESI) 442.1 [M+H], Retention time=3.586 min; 1H-NMR (300 MHz, CDCl3) δ 10.8 (s, 1H), 8.54-8.53 (m, 1H), 8.13-8.11 (m, 1H), 7.33-7.30 (m, 2H), 7.25-7.17 (m, 2H), 6.90 (d, J=8.8 Hz, 2H), 4.08 (t, J=4.95 Hz, 2H), 3.74 (m, 3H), 3.28-3.21 (m, 2H), 2.72-2.61 (m, 2H), 2.40-2.20 (m, 6H), 2.05-1.91 (m, 3H). Reactants: ClC1=CC=C(OC2=CC=C(C=C2)N2C(NCC2C2=CC(=CC=C2)OCC2=CC=CC=C2)=O)C=C1 (1-(4-(4-chlorophenoxy)phenyl)-5-(3-(benzyloxy)phenyl)imidazolidin-2-one), [H-].[Na+] (sodium hydride), [Cl-].[NH4+] (ammonium chloride), C(=C)S(=O)(=O)C (methyl vinyl sulfone). The solvent is CN(C)C=O (DMF). Reaction conditions: temperature 0 celsius, time 30 minute. Yields the product ClC1=CC=C(OC2=CC=C(C=C2)N2C(N(CC2C2=CC(=CC=C2)OCC2=CC=CC=C2)CCS(=O)(=O)C)=O)C=C1 (3-(4-(4-chlorophenoxy)phenyl)-4-(3-(benzyloxy)phenyl)-1-(2-(methylsulfonyl)ethyl)imidazolidin-2-one). The yield is 70.6%. RXN SMILES: [Cl:1][C:2]1[CH:34]=[CH:33][C:5]([O:6][C:7]2[CH:12]=[CH:11][C:10]([N:13]3[CH:17]([C:18]4[CH:23]=[CH:22][CH:21]=[C:20]([O:24][CH2:25][C:26]5[CH:31]=[CH:30][CH:29]=[CH:28][CH:27]=5)[CH:19]=4)[CH2:16][NH:15][C:14]3=[O:32])=[CH:9][CH:8]=2)=[CH:4][CH:3]=1.[H-].[Na+].[CH:37]([S:39]([CH3:42])(=[O:41])=[O:40])=[CH2:38].[Cl-].[NH4+]>CN(C=O)C>[Cl:1][C:2]1[CH:3]=[CH:4][C:5]([O:6][C:7]2[CH:8]=[CH:9][C:10]([N:13]3[CH:17]([C:18]4[CH:23]=[CH:22][CH:21]=[C:20]([O:24][CH2:25][C:26]5[CH:31]=[CH:30][CH:29]=[CH:28][CH:27]=5)[CH:19]=4)[CH2:16][N:15]([CH2:38][CH2:37][S:39]([CH3:42])(=[O:41])=[O:40])[C:14]3=[O:32])=[CH:11][CH:12]=2)=[CH:33][CH:34]=1 |f:1.2,4.5|. Procedure details: To 1-(4-(4-chlorophenoxy)phenyl)-5-(3-(benzyloxy)phenyl)imidazolidin-2-one (Example 288) (200 mg, 0.42 mmol) in 5 mL DMF is added sodium hydride (19 mg, 0.47 mmol) followed by methyl vinyl sulfone (41 μL, 0.47 mmol). After 30 minute, the reaction is cooled to 0° C. and sat. ammonium chloride is added slowly to the reaction mixture. The reaction mixture is extracted with ethyl acetate (2×) and purified by flash chromatography gives 171 mg (71%) of the title compound. HPLC-MS calculated for C31H29... Starting materials: ClCC(C)(O)C (1-chloro-2-methyl-2-propanol), C1(C=2C(C(N1)=O)=CC=CC2)=O.[K] (potassium phthalimide), [I-].[Na+] (sodium iodide). Run in CN(C)C=O (DMF). Product: OC(CC12C(C(=O)NC1=O)C=CC=C2)(C)C (2-(2-Hydroxyisobutyl)-Phthalimide). Isolated yield 37.0%. As a reaction SMILES: Cl[CH2:2][C:3]([CH3:6])([OH:5])[CH3:4].[C:7]1(=[O:17])[NH:11][C:10](=[O:12])[C:9]2=[CH:13][CH:14]=[CH:15][CH:16]=[C:8]12.[K].[I-].[Na+]>CN(C=O)C>[OH:5][C:3]([CH3:6])([CH3:4])[CH2:2][C:9]12[CH:13]=[CH:14][CH:15]=[CH:16][CH:8]1[C:7]([NH:11][C:10]2=[O:12])=[O:17] |f:1.2,3.4,^1:17|. Procedure details: A solution of 1-chloro-2-methyl-2-propanol (2.23 g, 97%, 0.02 mol), potassium phthalimide (3.780 g, 98%, 0.02 mol) and sodium iodide (60 mg, 4 mmol) in anhydrous DMF (40 mL) was heated to reflux overnight. The solvent was evaporated under reduced pressure. The resulting product was triturated with a mixture of 3:2 ethyl acetate/hexanes and the ensuing white precipitate was removed by filtration. The yellow filtrate was concentrated under reduced pressure and purified by flash chromatography in a...